Dataset: the Open Reaction Database (ORD), a public repository of structured organic reaction records. Task: describe an organic reaction: reactants, conditions, products, and yield The reactants are [OH-].[Na+] (sodium hydroxide), FC=1C=C(C=CC1F)C(C)NC(C1=CC(=CC=C1)OC)C1=C(C=CC(=C1)[N+](=O)[O-])OC (N-[1-(3,4-difluorophenyl)ethyl]-N-[(2-methoxy-5-nitrophenyl)-(3-methoxyphenyl)methyl]amine), [Sn](Cl)Cl (tin (II) chloride), Cl (hydrochloric acid). Solvent: C(C)O (ethanol). Yields the product FC=1C=C(C=CC1F)C(C)NC(C=1C=C(C=CC1OC)N)C1=CC(=CC=C1)OC (3-{[1-(3,4-Difluorophenyl)ethylamino]-(3-methoxyphenyl)methyl}-4-methoxyphenylamine). As a reaction SMILES: [F:1][C:2]1[CH:3]=[C:4]([CH:9]([NH:11][CH:12]([C:21]2[CH:26]=[C:25]([N+:27]([O-])=O)[CH:24]=[CH:23][C:22]=2[O:30][CH3:31])[C:13]2[CH:18]=[CH:17][CH:16]=[C:15]([O:19][CH3:20])[CH:14]=2)[CH3:10])[CH:5]=[CH:6][C:7]=1[F:8].[Sn](Cl)Cl.Cl.[OH-].[Na+]>C(O)C>[F:1][C:2]1[CH:3]=[C:4]([CH:9]([NH:11][CH:12]([C:13]2[CH:18]=[CH:17][CH:16]=[C:15]([O:19][CH3:20])[CH:14]=2)[C:21]2[CH:26]=[C:25]([NH2:27])[CH:24]=[CH:23][C:22]=2[O:30][CH3:31])[CH3:10])[CH:5]=[CH:6][C:7]=1[F:8] |f:3.4|. Procedure: 810 mg of N-[1-(3,4-difluorophenyl)ethyl]-N-[(2-methoxy-5-nitrophenyl)-(3-methoxyphenyl)methyl]amine [prepared as described in step (a) above] and 1.43 g of tin (II) chloride were added to 20 ml of a 1:1 by volume mixture of concentrated hydrochloric acid and ethanol, and then the mixture was heated under reflux for 2 hours. The reaction mixture was adjusted to a weakly alkaline pH by the addition of excess sodium hydroxide, after which it was extracted with ethyl acetate. The extract was washed... Starting materials: CC(CCl)CBr, CCOCC, [Li]CCCC, C1CCOC1, O, CCOCn1c(C)nc2c(N(Cc3ccccc3)Cc3ccccc3)nc3ccccc3c21. Product: CCOCn1c(CCC(C)CCl)nc2c(N(Cc3ccccc3)Cc3ccccc3)nc3ccccc3c21. Reaction SMILES: [Br:39][CH2:40][CH:41]([CH2:42][Cl:43])[CH3:44].[CH3:50][CH2:51][O:52][CH2:53][CH3:54].[Li:34][CH2:35][CH2:36][CH2:37][CH3:38].[O:45]1[CH2:46][CH2:47][CH2:48][CH2:49]1.[OH2:55].[c:1]1([CH2:7][N:8]([c:9]2[n:10][c:11]3[cH:12][cH:13][cH:14][cH:15][c:16]3[c:17]3[c:18]2[n:19][c:20]([CH3:26])[n:21]3[CH2:22][O:23][CH2:24][CH3:25])[CH2:27][c:28]2[cH:29][cH:30][cH:31][cH:32][cH:33]2)[cH:2][cH:3][cH:4][cH:5][cH:6]1>>[c:1]1([CH2:7][N:8]([c:9]2[n:10][c:11]3[cH:12][cH:13][cH:14][cH:15][c:16]3[c:17]3[c:18]2[n:19][c:20]([CH2:26][CH2:40][CH:41]([CH2:42][Cl:43])[CH3:44])[n:21]3[CH2:22][O:23][CH2:24][CH3:25])[CH2:27][c:28]2[cH:29][cH:30][cH:31][cH:32][cH:33]2)[cH:2][cH:3][cH:4][cH:5][cH:6]1. Starting materials: O=c1ccc(C(c2ccc(Cl)cc2)c2ccc(Cl)cc2)c[nH]1, O=P(Cl)(Cl)Cl, Cc1ccnc(C)c1. Product: Clc1ccc(C(c2ccc(Cl)cc2)c2ccc(Cl)nc2)cc1. As a reaction SMILES: [Cl:1][c:2]1[cH:3][cH:4][c:5]([CH:8]([c:9]2[cH:10][cH:11][c:12](=[O:15])[nH:13][cH:14]2)[c:16]2[cH:17][cH:18][c:19]([Cl:22])[cH:20][cH:21]2)[cH:6][cH:7]1.[P:31]([Cl:32])([Cl:33])([Cl:34])=[O:35].[n:23]1[cH:24][cH:25][c:26]([CH3:27])[cH:28][c:29]1[CH3:30]>>[Cl:1][c:2]1[cH:3][cH:4][c:5]([CH:8]([c:9]2[cH:10][cH:11][c:12]([Cl:33])[n:13][cH:14]2)[c:16]2[cH:17][cH:18][c:19]([Cl:22])[cH:20][cH:21]2)[cH:6][cH:7]1. Starting materials: C(C)(C)(C)OC(=O)NC=1C=C(C=CC1F)C(C(=O)C1=C(C=CC=C1)OC)(C)C (2-[3-(tert-butoxycarbonylamino)-4-fluorophenyl]-1-(2-methoxyphenyl)-2-methyl-1-propanone), Cl (hydrochloric acid), C(O)([O-])=O.[Na+] (sodium hydrogen carbonate). Run at time 3 hour. The product is NC=1C=C(C=CC1F)C(C(=O)C1=C(C=CC=C1)OC)(C)C (2-(3-Amino-4-fluorophenyl)-1-(2-methoxyphenyl)-2-methyl -1-propanone). Yield: 87.3%. As a reaction SMILES: C(OC([NH:8][C:9]1[CH:10]=[C:11]([C:16]([CH3:28])([CH3:27])[C:17]([C:19]2[CH:24]=[CH:23][CH:22]=[CH:21][C:20]=2[O:25][CH3:26])=[O:18])[CH:12]=[CH:13][C:14]=1[F:15])=O)(C)(C)C.Cl.C(=O)([O-])O.[Na+]>>[NH2:8][C:9]1[CH:10]=[C:11]([C:16]([CH3:28])([CH3:27])[C:17]([C:19]2[CH:24]=[CH:23][CH:22]=[CH:21][C:20]=2[O:25][CH3:26])=[O:18])[CH:12]=[CH:13][C:14]=1[F:15] |f:2.3|. Procedure details: A mixture of 1-(2-methoxyphenyl)-2-methyl-1-propanone (0.58 g), 4-bromo-2-(tert-butoxycarbonylamino)-1-fluoro -benzene (0.94 g), palladium(II) acetate (37 mg), tri(tert -butyl)phosphine tetrafluoroborate (47 mg) and sodium tert-butoxide (0.78 g) in tetrahydrofuran (10 mL) was stirred at 60° C. under an argon atmosphere overnight. To the reaction mixture was added water, and the mixture was stirred for 10 minutes. The mixture was poured into 1 mol/L hydrochloric acid, and the resulting mixture wa... Reactants: BrC=1C=C(C=CC1)C1=NC(=C2C=NC(=NN21)NC2=CC(=C(C(=C2)OC)OC)OC)C (7-(3-bromophenyl)-5-methyl-N-(3,4,5-trimethoxyphenyl)-imidazo[5,1-f][1,2,4]triazin-2-amine), FC(C1=C(C=CC=C1)B(O)O)(F)F (2-trifluoromethylphenyl boronic acid), C([O-])([O-])=O.[K+].[K+] (potassium carbonate), dihydrogen, O1CCOCC1 (1,4-dioxane). Solvent: ClCCl (dichloromethane), ClCCl (dichloromethane). Run at temperature 150 celsius. The product is CC=1N=C(N2N=C(N=CC21)NC2=CC(=C(C(=C2)OC)OC)OC)C=2C=C(C=CC2)C2=C(C=CC=C2)C(F)(F)F (5-methyl-7-[2′-(trifluoromethyl)-1,1′-biphenyl-3-yl]-N-(3,4,5-trimethoxyphenyl) imidazo[5,1-f][1,2,4]triazin-2-amine). The yield is 27.1%. As a reaction SMILES: Br[C:2]1[CH:3]=[C:4]([C:8]2[N:16]3[C:11]([CH:12]=[N:13][C:14]([NH:17][C:18]4[CH:23]=[C:22]([O:24][CH3:25])[C:21]([O:26][CH3:27])=[C:20]([O:28][CH3:29])[CH:19]=4)=[N:15]3)=[C:10]([CH3:30])[N:9]=2)[CH:5]=[CH:6][CH:7]=1.[F:31][C:32]([F:43])([F:42])[C:33]1[CH:38]=[CH:37][CH:36]=[CH:35][C:34]=1B(O)O.C(=O)([O-])[O-].[K+].[K+].O1CCOCC1>ClCCl>[CH3:30][C:10]1[N:9]=[C:8]([C:4]2[CH:3]=[C:2]([C:34]3[CH:35]=[CH:36][CH:37]=[CH:38][C:33]=3[C:32]([F:43])([F:42])[F:31])[CH:7]=[CH:6][CH:5]=2)[N:16]2[C:11]=1[CH:12]=[N:13][C:14]([NH:17][C:18]1[CH:23]=[C:22]([O:24][CH3:25])[C:21]([O:26][CH3:27])=[C:20]([O:28][CH3:29])[CH:19]=1)=[N:15]2 |f:2.3.4|. Procedure details: To a mixture of 7-(3-bromophenyl)-5-methyl-N-(3,4,5-trimethoxyphenyl)-imidazo[5,1-f][1,2,4]triazin-2-amine (Example 9) (50 mg, 0.106 mmol), 2-trifluoromethylphenyl boronic acid (30.3 mg, 0.159 mmol), potassium carbonate (44.1 mg, 0.318 mmol), and Combiphos catalyst POPd1 ((dihydrogen di-κ-chlorotetrakis(di-tert-butylphosphinito-κP)dipalladate(2-)) (5.0 mg, 0.005 mmol) was added 1,4-dioxane (1.8 mL) and distilled water (0.2 mL). In a sealed reaction vessel, the mixture was heated with microwave r... The reactants are NC1=NC(=NC(=N1)C)C=1C=C(C=NC1NC=1C=NC(=C(C1)OC)Cl)C(C)=O (1-(5-(4-amino-6-methyl-1,3,5-triazin-2-yl)-6-(6-chloro-5-methoxypyridin-3-ylamino)pyridin-3-yl)ethanone), C[Mg]Br (methylmagnesium bromide). Run in C1CCOC1 (THF). Run at time 15 minute. The product is NC1=NC(=NC(=N1)C)C=1C=C(C=NC1NC=1C=NC(=C(C1)OC)Cl)C(C)(C)O (2-(5-(4-Amino-6-Methyl-1,3,5-Triazin-2-yl)-6-(6-Chloro-5-Methoxypyridin-3-Ylamino)Pyridin-3-yl)Propan-2-ol). Isolated yield 26.0%. As a reaction SMILES: [NH2:1][C:2]1[N:7]=[C:6]([CH3:8])[N:5]=[C:4]([C:9]2[CH:10]=[C:11]([C:25](=[O:27])[CH3:26])[CH:12]=[N:13][C:14]=2[NH:15][C:16]2[CH:17]=[N:18][C:19]([Cl:24])=[C:20]([O:22][CH3:23])[CH:21]=2)[N:3]=1.[CH3:28][Mg]Br>C1COCC1>[NH2:1][C:2]1[N:7]=[C:6]([CH3:8])[N:5]=[C:4]([C:9]2[CH:10]=[C:11]([C:25]([OH:27])([CH3:28])[CH3:26])[CH:12]=[N:13][C:14]=2[NH:15][C:16]2[CH:17]=[N:18][C:19]([Cl:24])=[C:20]([O:22][CH3:23])[CH:21]=2)[N:3]=1. Reported procedure: A solution of 1-(5-(4-amino-6-methyl-1,3,5-triazin-2-yl)-6-(6-chloro-5-methoxypyridin-3-ylamino)pyridin-3-yl)ethanone (85 mg, 0.220 mmol) in 2 mL of THF at 0° C. was treated with methylmagnesium bromide (0.73 mL of 3.0 M solution in ether, 2.20 mmol) and stirred at this temperature for 15 min. It was quenched with ice cold saturated NH4C1 solution and extracted twice with EtOAc. The combined organic solution was concentrated and the residue was purified on a silica gel column and eluted with 50 ... Reactants: N#CC(Cl)(Cl)Cl, ClCCl, CC(O)c1cc(F)cc2cn(COCC[Si](C)(C)C)nc12, C1CCC2=NCCCN2CC1. Yields the product CC(OC(=N)C(Cl)(Cl)Cl)c1cc(F)cc2cn(COCC[Si](C)(C)C)nc12. As a reaction SMILES: [Cl:33][C:34]([C:35]#[N:36])([Cl:37])[Cl:38].[Cl:39][CH2:40][Cl:41].[F:1][c:2]1[cH:3][c:4]2[cH:5][n:6]([CH2:14][O:15][CH2:16][CH2:17][Si:18]([CH3:19])([CH3:20])[CH3:21])[n:7][c:8]2[c:9]([CH:11]([CH3:12])[OH:13])[cH:10]1.[N:22]12[CH2:23][CH2:24][CH2:25][N:26]=[C:27]1[CH2:28][CH2:29][CH2:30][CH2:31][CH2:32]2>>[F:1][c:2]1[cH:3][c:4]2[cH:5][n:6]([CH2:14][O:15][CH2:16][CH2:17][Si:18]([CH3:19])([CH3:20])[CH3:21])[n:7][c:8]2[c:9]([CH:11]([CH3:12])[O:13][C:35]([C:34]([Cl:33])([Cl:37])[Cl:38])=[NH:36])[cH:10]1. Starting materials: O=C1OC2=C(C(N1)=O)C=C(C=C2)C2=NNC=C2C=O (3-(2,4-dioxo-3,4-dihydro-2H-benzo[e][1,3]oxazin-6-yl)-1H-pyrazole-4-carbaldehyde), FC(C=1C=CC(=NC1)N1CCNCCC1)(F)F (1-(5-trifluoromethyl-pyridin-2-yl)-[1,4]diazepane), Na(AcO)3BH. Run in C(Cl)Cl (methylene chloride), CO (methanol), C(C)(=O)O (acetic acid). Conditions: time 30 minute. Product: FC(C=1C=CC(=NC1)N1CCN(CCC1)CC=1C(=NNC1)C=1C=CC2=C(C(NC(O2)=O)=O)C1)(F)F (6-{4-[4-(5-trifluoromethyl-pyridin-2-yl)-[1,4]diazepan-1-ylmethyl]-1H-pyrazol-3-yl}-benzo[e][1,3]oxazine-2,4-dione). As a reaction SMILES: [O:1]=[C:2]1[NH:7][C:6](=[O:8])[C:5]2[CH:9]=[C:10]([C:13]3[C:17]([CH:18]=O)=[CH:16][NH:15][N:14]=3)[CH:11]=[CH:12][C:4]=2[O:3]1.[F:20][C:21]([F:36])([F:35])[C:22]1[CH:23]=[CH:24][C:25]([N:28]2[CH2:34][CH2:33][CH2:32][NH:31][CH2:30][CH2:29]2)=[N:26][CH:27]=1>C(Cl)Cl.CO.C(O)(=O)C>[F:36][C:21]([F:20])([F:35])[C:22]1[CH:23]=[CH:24][C:25]([N:28]2[CH2:34][CH2:33][CH2:32][N:31]([CH2:18][C:17]3[C:13]([C:10]4[CH:11]=[CH:12][C:4]5[O:3][C:2](=[O:1])[NH:7][C:6](=[O:8])[C:5]=5[CH:9]=4)=[N:14][NH:15][CH:16]=3)[CH2:30][CH2:29]2)=[N:26][CH:27]=1. Reported procedure: The mixture of 3-(2,4-dioxo-3,4-dihydro-2H-benzo[e][1,3]oxazin-6-yl)-1H-pyrazole-4-carbaldehyde (51.4 mg, 0.2 mmol) and 1-(5-trifluoromethyl-pyridin-2-yl)-[1,4]diazepane (24.5 mg, 0.1 mmol) in methylene chloride (1.0 mL), methanol (0.5 mL) and acetic acid (15 μL) is stirred for 30 minutes at room temperature. Then Na(AcO)3BH (84 mg, 4.0 equiv.) is added and the reaction is stirred overnight at room temperature. After evaporation, the residue is redissolved in DMF (1.0 mL) which is subject to rev... Starting materials: CN1CCOCC1 (N-methylmorpholine), [Cl-].[NH4+] (ammonium chloride), C(C)(C)(C)OC(=O)N1CCN(CC1)C1=NC=NC(=C1[C@@H](CC(=O)O)C)I ((R)-3-(4-(4-(tert-butoxycarbonyl)piperazin-1-yl)-6-iodopyrimidin-5-yl)butanoic acid), C(=O)(N1C=NC=C1)N1C=NC=C1 (1,1′-carbonyldiimidazole), Cl.CNOC (N,O-dimethylhydroxyamine hydrochloride). Solvent: O (water), O1CCCC1 (tetrahydrofuran). Reaction conditions: temperature 20 celsius, time 1 hour. The product is IC1=C(C(=NC=N1)N1CCN(CC1)C(=O)OC(C)(C)C)[C@H](C)CC(=O)N(C)OC ((R)-tert-butyl 4-(6-iodo-5-(4-(methoxy(methyl)amino)-4-oxobutan-2-yl)pyrimidin-4-yl)piperazine-1-carboxylate). The yield is 99.0%. RXN SMILES: [C:1]([O:5][C:6]([N:8]1[CH2:13][CH2:12][N:11]([C:14]2[C:19]([C@H:20]([CH3:25])[CH2:21][C:22](O)=[O:23])=[C:18]([I:26])[N:17]=[CH:16][N:15]=2)[CH2:10][CH2:9]1)=[O:7])([CH3:4])([CH3:3])[CH3:2].C(N1C=CN=C1)(N1C=CN=C1)=O.Cl.[CH3:40][NH:41][O:42][CH3:43].CN1CCOCC1.[Cl-].[NH4+]>O1CCCC1.O>[I:26][C:18]1[N:17]=[CH:16][N:15]=[C:14]([N:11]2[CH2:10][CH2:9][N:8]([C:6]([O:5][C:1]([CH3:3])([CH3:4])[CH3:2])=[O:7])[CH2:13][CH2:12]2)[C:19]=1[C@@H:20]([CH2:21][C:22]([N:41]([O:42][CH3:43])[CH3:40])=[O:23])[CH3:25] |f:2.3,5.6|. Procedure: Into a solution of (R)-3-(4-(4-(tert-butoxycarbonyl)piperazin-1-yl)-6-iodopyrimidin-5-yl)butanoic acid (100 g, 210 mmol) in tetrahydrofuran (700 mL) was added 1,1′-carbonyldiimidazole (40.9 g, 252 mmol) in portions. The reaction mixture was stirred at 20° C. for 1 h and cooled to 5° C. N,O-dimethylhydroxyamine hydrochloride (41.0 g, 420 mmol) was added in portions followed by N-methylmorpholine (6.94 mL, 63.0 mmol). The mixture was stirred at 5° C. for about 1 h, slowly warmed up to room tempera...